Dataset: the Open Reaction Database (ORD), a public repository of structured organic reaction records. Task: describe an organic reaction: reactants, conditions, products, and yield Starting materials: Br, C1COCCO1, CC(=O)c1cc2c3c(c1)CCCC3(C)CCC2, Cl, [Na+], [Na+], [Na+], [OH-], O, O=S([O-])[O-]. The product is CC12CCCc3cc(C(=O)O)cc(c31)CCC2. Reaction SMILES: [Br:3].[CH2:28]1[O:29][CH2:30][CH2:31][O:32][CH2:33]1.[CH3:4][C:5]12[CH2:6][CH2:7][CH2:8][c:9]3[cH:10][c:11]([C:18]([CH3:19])=[O:20])[cH:12][c:13]([c:17]31)[CH2:14][CH2:15][CH2:16]2.[ClH:27].[Na+:25].[Na+:26].[Na+:2].[OH-:1].[OH2:34].[S:21](=[O:22])([O-:23])[O-:24]>>[CH3:4][C:5]12[CH2:6][CH2:7][CH2:8][c:9]3[cH:10][c:11]([C:18](=[O:20])[OH:22])[cH:12][c:13]([c:17]31)[CH2:14][CH2:15][CH2:16]2.